This data is from the Open Reaction Database (ORD), a public repository of structured organic reaction records. The task is: describe an organic reaction: reactants, conditions, products, and yield The product is C(C)(C)(C)OC(=O)N1CCC(CC1)N(CC1=CC(=NC=C1)C1=CC(=C(C(=C1)OC)OC)OC)C1=CC=C(C=C1)OC (1-(tert-butoxycarbonyl)-4-[N-(4-methoxyphenyl)-N-[[2-(3,4,5-trimethoxyphenyl)pyridin-4-yl]methyl]amino]piperidine). The reactants are COC1=CC=C(C=C1)NC1CCN(CC1)C(=O)OC(C)(C)C (4-(p-Anisidino)-1-(tert-butoxycarbonyl)piperidine), ClCC1=CC(=NC=C1)C1=CC(=C(C(=C1)OC)OC)OC (4-chloromethyl-2-(3,4,5-trimethoxyphenyl)pyridine). Reported procedure: 4-(p-Anisidino)-1-(tert-butoxycarbonyl)piperidine (2.21 g) and 4-chloromethyl-2-(3,4,5-trimethoxyphenyl)pyridine (2.12 g) were condensed in the same manner as described in Example 9 to give the title compound. As a reaction SMILES: [CH3:1][O:2][C:3]1[CH:8]=[CH:7][C:6]([NH:9][CH:10]2[CH2:15][CH2:14][N:13]([C:16]([O:18][C:19]([CH3:22])([CH3:21])[CH3:20])=[O:17])[CH2:12][CH2:11]2)=[CH:5][CH:4]=1.Cl[CH2:24][C:25]1[CH:30]=[CH:29][N:28]=[C:27]([C:31]2[CH:36]=[C:35]([O:37][CH3:38])[C:34]([O:39][CH3:40])=[C:33]([O:41][CH3:42])[CH:32]=2)[CH:26]=1>>[C:19]([O:18][C:16]([N:13]1[CH2:14][CH2:15][CH:10]([N:9]([C:6]2[CH:5]=[CH:4][C:3]([O:2][CH3:1])=[CH:8][CH:7]=2)[CH2:24][C:25]2[CH:30]=[CH:29][N:28]=[C:27]([C:31]3[CH:36]=[C:35]([O:37][CH3:38])[C:34]([O:39][CH3:40])=[C:33]([O:41][CH3:42])[CH:32]=3)[CH:26]=2)[CH2:11][CH2:12]1)=[O:17])([CH3:22])([CH3:21])[CH3:20]. The reactants are ClC1=NC=NC(=C1)Cl (4,6-dichloropyrimidine), COC1=C(C=CC=C1)B(O)O (2-methoxyphenylboronic acid), C([O-])([O-])=O.[Na+].[Na+] (sodium carbonate), Pd(Ph3)4. Run in ClCCl (dichloromethane). Yields the product ClC1=NC=NC(=C1)C1=C(C=CC=C1)OC (4-Chloro-6-(2-methoxy-phenyl)pyrimidine). The yield is 83.7%. RXN SMILES: [Cl:1][C:2]1[CH:7]=[C:6](Cl)[N:5]=[CH:4][N:3]=1.[CH3:9][O:10][C:11]1[CH:16]=[CH:15][CH:14]=[CH:13][C:12]=1B(O)O.C(=O)([O-])[O-].[Na+].[Na+]>ClCCl>[Cl:1][C:2]1[CH:7]=[C:6]([C:12]2[CH:13]=[CH:14][CH:15]=[CH:16][C:11]=2[O:10][CH3:9])[N:5]=[CH:4][N:3]=1 |f:2.3.4|. Procedure: A solution of 4,6-dichloropyrimidine (2.0 g, 13 mmol), 2-methoxyphenylboronic acid (2.0 g, 13 mmol), and sodium carbonate (4.4 g, 42 mmol, dissolved in minimal amount of water) was degassed with argon. To the degassed solution Pd(Ph3)4 was added and the resultant reaction mixture was refluxed for 18 hours. The reaction mixture was cooled to room temperature and diluted with dichloromethane. The organics were washed with water and the aqueous layer was extracted with additional dichloromethane. T... The reactants are CC(C)(C)OC(=O)NCC1CCC(CNc2nc(NCc3ccccc3Cl)ncc2C(=O)O)CC1, CCO, ClC(Cl)Cl, Cl, C1COCCO1. The product is NCC1CCC(CNc2nc(NCc3ccccc3Cl)ncc2C(=O)O)CC1. RXN SMILES: [C:1]([O:2][C:3](=[O:4])[NH:8][CH2:9][CH:10]1[CH2:11][CH2:12][CH:13]([CH2:16][NH:17][c:18]2[n:19][c:20]([NH:27][CH2:28][c:29]3[c:30]([Cl:35])[cH:31][cH:32][cH:33][cH:34]3)[n:21][cH:22][c:23]2[C:24](=[O:25])[OH:26])[CH2:14][CH2:15]1)([CH3:5])([CH3:6])[CH3:7].[CH3:36][CH2:37][OH:38].[Cl:46][CH:47]([Cl:48])[Cl:49].[ClH:39].[O:40]1[CH2:41][CH2:42][O:43][CH2:44][CH2:45]1>>[NH2:8][CH2:9][CH:10]1[CH2:11][CH2:12][CH:13]([CH2:16][NH:17][c:18]2[n:19][c:20]([NH:27][CH2:28][c:29]3[c:30]([Cl:35])[cH:31][cH:32][cH:33][cH:34]3)[n:21][cH:22][c:23]2[C:24](=[O:25])[OH:26])[CH2:14][CH2:15]1.